Dataset: the Open Reaction Database (ORD), a public repository of structured organic reaction records. Task: describe an organic reaction: reactants, conditions, products, and yield The reactants are C1(=CC=CC=C1)C(=CCCl)C1=CC=CC=C1 (3,3-diphenylallyl chloride), P(OCC)(OCC)OCC (triethyl phosphite), C1(=CC=CC=C1)C(=CCCl)C1=CC=CC=C1 (3,3-diphenylallyl chloride). Product: C1(=CC=CC=C1)C(=CCP(OCC)(OCC)=O)C1=CC=CC=C1 (Diethyl 3,3-Diphenylallylphosphonate). Yield: 108.2%. As a reaction SMILES: [C:1]1([C:7]([C:11]2[CH:16]=[CH:15][CH:14]=[CH:13][CH:12]=2)=[CH:8][CH2:9]Cl)[CH:6]=[CH:5][CH:4]=[CH:3][CH:2]=1.[P:17]([O:24]CC)([O:21][CH2:22][CH3:23])[O:18][CH2:19][CH3:20]>>[C:1]1([C:7]([C:11]2[CH:16]=[CH:15][CH:14]=[CH:13][CH:12]=2)=[CH:8][CH2:9][P:17](=[O:24])([O:21][CH2:22][CH3:23])[O:18][CH2:19][CH3:20])[CH:6]=[CH:5][CH:4]=[CH:3][CH:2]=1. Procedure: A mixture of 40.8 g (0.155 mol) of 3,3-diphenylallyl chloride (11a) and 94.48 g (0.569 mol) of triethyl phosphite was stirred with refluxing for 24 hours. The disappearance of the 3,3-diphenylallyl chloride (11a) was ascertained, before the reaction was terminated. After cooling, the reaction mixture was distilled with a Claisen flask equipped with a vigreux to obtain 55.39 g of the target compound. The reactants are ClC1=CC=C(C(=N1)C)C(=O)N1[C@H](CN(CC1)S(=O)(=O)C1=CC=C(C=C1)C(F)(F)F)C ((2S)-1-[(6-Chloro-2-methyl-3-pyridinyl)carbonyl]-2-methyl-4-{[4-(trifluoromethyl)phenyl]sulfonyl}piperazine), C(C)N (Ethylamine), CO (methanol), C(C)N (ethylamine), CO (methanol), C(C)N (ethylamine), CO (methanol). Run in C(C)(C)O (isopropanol). Reaction conditions: temperature 120 celsius, time 18 hour. Product: Cl.C(C)NC1=NC(=C(C=C1)C(=O)N1[C@H](CN(CC1)S(=O)(=O)C1=CC=C(C=C1)C(F)(F)F)C)C (N-Ethyl-6-methyl-5-[((2S)-2-methyl-4-{[4-(trifluoromethyl)phenyl]sulfonyl}-1-piperazinyl)carbonyl]-2-pyridinamine hydrochloride). As a reaction SMILES: [Cl:1][C:2]1[N:7]=[C:6]([CH3:8])[C:5]([C:9]([N:11]2[CH2:16][CH2:15][N:14]([S:17]([C:20]3[CH:25]=[CH:24][C:23]([C:26]([F:29])([F:28])[F:27])=[CH:22][CH:21]=3)(=[O:19])=[O:18])[CH2:13][C@@H:12]2[CH3:30])=[O:10])=[CH:4][CH:3]=1.[CH2:31]([NH2:33])[CH3:32].CO>C(O)(C)C>[ClH:1].[CH2:31]([NH:33][C:2]1[CH:3]=[CH:4][C:5]([C:9]([N:11]2[CH2:16][CH2:15][N:14]([S:17]([C:20]3[CH:25]=[CH:24][C:23]([C:26]([F:29])([F:28])[F:27])=[CH:22][CH:21]=3)(=[O:19])=[O:18])[CH2:13][C@@H:12]2[CH3:30])=[O:10])=[C:6]([CH3:8])[N:7]=1)[CH3:32] |f:4.5|. Procedure details: (2S)-1-[(6-Chloro-2-methyl-3-pyridinyl)carbonyl]-2-methyl-4-{[4-(trifluoromethyl)phenyl]sulfonyl}piperazine (may be prepared as described in Example 24) (67 mg, 0.15 mmol) was weighed into a microwave vial, and dissolved in isopropanol (0.7 ml). Ethylamine, 2.0M in methanol (1.5 ml, 3.0 mmol) was added, and the clear solution was heated in the microwave to 120° C. for 6 h with stirring. LCMS analysis showed <20% conversion. The mixture was treated with further ethylamine, 2.0M in methanol (0.75 ...